Dataset: the Open Reaction Database (ORD), a public repository of structured organic reaction records. Task: describe an organic reaction: reactants, conditions, products, and yield Reactants: O=S1(CCN(CC1)C(=O)C1=CC(=CC=C1)[N+](=O)[O-])=O ((1,1-dioxidothiomorpholino)(3-nitrophenyl)methanone), C(C)[SiH](CC)CC (triethylsilane). Reagents/catalysts: [Pd] (Pd—C). The solvent is CO (MeOH). Run at time 1 hour. Yields the product NC=1C=C(C=CC1)C(=O)N1CCS(CC1)(=O)=O ((3-aminophenyl)(1,1-dioxidothiomorpholino)methanone). Yield: 89.4%. As a reaction SMILES: [O:1]=[S:2]1(=[O:19])[CH2:7][CH2:6][N:5]([C:8]([C:10]2[CH:15]=[CH:14][CH:13]=[C:12]([N+:16]([O-])=O)[CH:11]=2)=[O:9])[CH2:4][CH2:3]1.C([SiH](CC)CC)C>CO.[Pd]>[NH2:16][C:12]1[CH:11]=[C:10]([C:8]([N:5]2[CH2:4][CH2:3][S:2](=[O:19])(=[O:1])[CH2:7][CH2:6]2)=[O:9])[CH:15]=[CH:14][CH:13]=1. Procedure details: To a stirred solution of (1,1-dioxidothiomorpholino)(3-nitrophenyl)methanone (3.5 g, 12.31 mmol) in MeOH (20 ml) was added Pd—C (10%, 350 mg) followed by slow addition of triethylsilane (8.5 ml) at RT. Reaction was stirred at RT for 1 h. Reaction mixture was filtered through celite and washed with methanol (50 ml). Filtrate was concentrated under vacuum and triturated in hexane to get crude product (2.8 gm). Reactants: C1(=CC=C(C=C1)CC(=O)OC)C (Methyl p-tolylacetate), BrN1C(CCC1=O)=O (N-bromosuccinimide). Reagents/catalysts: C(C1=CC=CC=C1)(=O)OOC(C1=CC=CC=C1)=O (benzoyl peroxide). Run in C(Cl)(Cl)(Cl)Cl (carbon tetrachloride). Yields the product BrCC1=CC=C(C=C1)CC(=O)OC (methyl 4-bromomethylphenylacetate). Yield: 33.2%. As a reaction SMILES: [C:1]1([CH3:12])[CH:6]=[CH:5][C:4]([CH2:7][C:8]([O:10][CH3:11])=[O:9])=[CH:3][CH:2]=1.[Br:13]N1C(=O)CCC1=O>C(Cl)(Cl)(Cl)Cl.C(OOC(=O)C1C=CC=CC=1)(=O)C1C=CC=CC=1>[Br:13][CH2:12][C:1]1[CH:2]=[CH:3][C:4]([CH2:7][C:8]([O:10][CH3:11])=[O:9])=[CH:5][CH:6]=1. Procedure: Methyl p-tolylacetate (11 g) was dissolved in 250 ml of carbon tetrachloride, followed by addition of 11.7 g of N-bromosuccinimide and 0.15 g of benzoyl peroxide, and refluxed under heating for 2.5 hours. The reaction mixture obtained was cooled, followed by filtration and distillation of the solvent, which was then fractionated at 4 mmHg and 142 to 150 ° C. to produce methyl 4-bromomethylphenylacetate (5.3 g). The reactants are [NH4+].[Cl-] (NH4Cl), COC(=O)C=1OC2=C(C1)C=C(C=C2)OC=2SC1=C(N2)C=CC=C1 (5-(benzothiazol-2-yloxy)-benzofuran-2-carboxylic acid methyl ester), [C@@H]([C@H](C(=O)[O-])O)(C(=O)[O-])O.[Na+].[K+] (Rochelle's Salt), CC(C)C[AlH]CC(C)C (DIBALH). The solvent is C(Cl)Cl (DCM). Reaction conditions: time 2 hour. The product is S1C(=NC2=C1C=CC=C2)OC=2C=CC1=C(C=C(O1)CO)C2 ([5-(Benzothiazol-2-yloxy)-benzofuran-2-yl]-methanol). Yield: 35.6%. As a reaction SMILES: C[O:2][C:3]([C:5]1[O:6][C:7]2[CH:13]=[CH:12][C:11]([O:14][C:15]3[S:16][C:17]4[CH:23]=[CH:22][CH:21]=[CH:20][C:18]=4[N:19]=3)=[CH:10][C:8]=2[CH:9]=1)=O.CC(C[AlH]CC(C)C)C.[C@H](O)(C([O-])=O)[C@@H](O)C([O-])=O.[Na+].[K+].[NH4+].[Cl-]>C(Cl)Cl>[S:16]1[C:17]2[CH:23]=[CH:22][CH:21]=[CH:20][C:18]=2[N:19]=[C:15]1[O:14][C:11]1[CH:12]=[CH:13][C:7]2[O:6][C:5]([CH2:3][OH:2])=[CH:9][C:8]=2[CH:10]=1 |f:2.3.4,5.6|. Procedure details: To a cooled (0° C.) solution of 5-(benzothiazol-2-yloxy)-benzofuran-2-carboxylic acid methyl ester (170 mg, 0.52 mmol) in DCM (2 mL) was added DIBALH (0.63 mL, 89 mg 0.63 mmol) and the reaction mixture was warmed (rt, 2.5 h). The reaction mixture was treated with saturated aqueous Rochelle's Salt (2 mL) and stirred (rt, 2 h). The biphasic mixture was poured into saturated aqueous NH4Cl and extracted with DCM (2×50 mL). The organic layer was dried, filtered and concentrated in vacuo. The resultan... Starting materials: [Al+3], O=C(CN1CCN(C(c2ccccc2)c2ccccc2)CC1)c1ccc(OCc2ccccc2)cc1, CCOC(C)=O, [Cl-], [H-], [H-], [H-], [H-], [Li+], [NH4+], C1CCOC1. Product: OC(CN1CCN(C(c2ccccc2)c2ccccc2)CC1)c1ccc(OCc2ccccc2)cc1. As a reaction SMILES: [Al+3:2].[CH2:7]([c:8]1[cH:9][cH:10][cH:11][cH:12][cH:13]1)[O:14][c:15]1[cH:16][cH:17][c:18]([C:21]([CH2:22][N:23]2[CH2:24][CH2:25][N:26]([CH:29]([c:30]3[cH:31][cH:32][cH:33][cH:34][cH:35]3)[c:36]3[cH:37][cH:38][cH:39][cH:40][cH:41]3)[CH2:27][CH2:28]2)=[O:42])[cH:19][cH:20]1.[CH3:43][CH2:44][O:45][C:46](=[O:47])[CH3:48].[Cl-:49].[H-:1].[H-:4].[H-:5].[H-:6].[Li+:3].[NH4+:50].[O:51]1[CH2:52][CH2:53][CH2:54][CH2:55]1>>[CH2:7]([c:8]1[cH:9][cH:10][cH:11][cH:12][cH:13]1)[O:14][c:15]1[cH:16][cH:17][c:18]([CH:21]([CH2:22][N:23]2[CH2:24][CH2:25][N:26]([CH:29]([c:30]3[cH:31][cH:32][cH:33][cH:34][cH:35]3)[c:36]3[cH:37][cH:38][cH:39][cH:40][cH:41]3)[CH2:27][CH2:28]2)[OH:42])[cH:19][cH:20]1. Reaction SMILES: [Br:15][c:16]1[cH:17][n:18][cH:19][c:20]([Br:21])[cH:22]1.[CH3:24][N:25]([CH3:26])[CH:27]=[O:28].[H-:13].[Na+:14].[OH2:23].[OH:1][CH2:2][c:3]1[cH:4][cH:5][c:6]2[cH:7][cH:8][cH:9][cH:10][c:11]2[cH:12]1>>[O:1]([CH2:2][c:3]1[cH:4][cH:5][c:6]2[cH:7][cH:8][cH:9][cH:10][c:11]2[cH:12]1)[c:20]1[cH:19][n:18][cH:17][c:16]([Br:15])[cH:22]1. The reactants are Brc1cncc(Br)c1, CN(C)C=O, [H-], [Na+], O, OCc1ccc2ccccc2c1. The product is Brc1cncc(OCc2ccc3ccccc3c2)c1.